Dataset: the Open Reaction Database (ORD), a public repository of structured organic reaction records. Task: describe an organic reaction: reactants, conditions, products, and yield Reactants: CO, Cc1ccc(C(=O)O)cc1-c1ccc2c(O)nncc2c1, O=S(Cl)Cl. The product is COC(=O)c1ccc(C)c(-c2ccc3c(O)nncc3c2)c1. RXN SMILES: [CH3:26][OH:27].[OH:1][c:2]1[n:3][n:4][cH:5][c:6]2[cH:7][c:8](-[c:12]3[cH:13][c:14]([C:15](=[O:16])[OH:17])[cH:18][cH:19][c:20]3[CH3:21])[cH:9][cH:10][c:11]12.[S:22]([Cl:23])([Cl:24])=[O:25]>>[OH:1][c:2]1[n:3][n:4][cH:5][c:6]2[cH:7][c:8](-[c:12]3[cH:13][c:14]([C:15](=[O:16])[O:17][CH3:26])[cH:18][cH:19][c:20]3[CH3:21])[cH:9][cH:10][c:11]12. Reactants: CC1(OCCO1)C1=CC=C(C=C1)N (4-(2-methyl-[1,3]dioxolan-2-yl)-phenylamine), CC1=NC=NC(=C1C(=O)O)C (4,6-dimethyl-pyrimidine-5-carboxylic acid), O=C1CCN(CC1)[C@@H](CC#N)C ((R)-3-(4-oxo-piperidin-1-yl)-butyronitrile), amine. Product: CC1(OCCO1)C1=CC=C(C=C1)NC1CCN(CC1)[C@@H](CCNC(=O)C=1C(=NC=NC1C)C)C (4,6-dimethyl-pyrimidine-5-carboxylic acid ((R)-3-{4-[4-(2-methyl-[1,3]dioxolan-2-yl)-phenylamino]-piperidin-1-yl}-butyl)-amide). As a reaction SMILES: [CH3:1][C:2]1([C:7]2[CH:12]=[CH:11][C:10]([NH2:13])=[CH:9][CH:8]=2)[O:6][CH2:5][CH2:4][O:3]1.O=[C:15]1[CH2:20][CH2:19][N:18]([C@H:21]([CH3:25])[CH2:22][C:23]#[N:24])[CH2:17][CH2:16]1.[CH3:26][C:27]1[C:32]([C:33](O)=[O:34])=[C:31]([CH3:36])[N:30]=[CH:29][N:28]=1>>[CH3:1][C:2]1([C:7]2[CH:12]=[CH:11][C:10]([NH:13][CH:15]3[CH2:20][CH2:19][N:18]([C@H:21]([CH3:25])[CH2:22][CH2:23][NH:24][C:33]([C:32]4[C:27]([CH3:26])=[N:28][CH:29]=[N:30][C:31]=4[CH3:36])=[O:34])[CH2:17][CH2:16]3)=[CH:9][CH:8]=2)[O:3][CH2:4][CH2:5][O:6]1. Procedure: Using general procedure A with 4-(2-methyl-[1,3]dioxolan-2-yl)-phenylamine (see EXAMPLE 173) (500 mg, 2.79 mmol) and (R)-3-(4-oxo-piperidin-1-yl)-butyronitrile (487 mg, 2.93 mmol), then general procedure J and then using general procedure E with the resulting amine and 4,6-dimethyl-pyrimidine-5-carboxylic acid (123 mg, 0.81 mmol) afforded 4,6-dimethyl-pyrimidine-5-carboxylic acid ((R)-3-{4-[4-(2-methyl-[1,3]dioxolan-2-yl)-phenylamino]-piperidin-1-yl}-butyl)-amide as a pale beige solid (315 mg, 2...